The task is: describe an organic reaction: reactants, conditions, products, and yield. This data is from the Open Reaction Database (ORD), a public repository of structured organic reaction records. Starting materials: ethyleneterephtalate, C(N)([O-])=O.[NH4+] (ammonium carbamate), C1(C2=CC=C(C(=O)OCCO1)C=C2)=O (ethylene terephtalate). Solvent: O (water), O (water). Run at temperature 200 celsius. Product: C(C1=CC=C(C(=O)O)C=C1)(=O)O (terephtalic acid). RXN SMILES: C(=O)([O-])N.[NH4+].[C:6]1(=[O:19])[O:16]CC[O:13][C:11](=[O:12])[C:10]2[CH:17]=[CH:18][C:7]1=[CH:8][CH:9]=2>O>[C:6]([OH:19])(=[O:16])[C:7]1[CH:18]=[CH:17][C:10]([C:11]([OH:13])=[O:12])=[CH:9][CH:8]=1 |f:0.1|. Procedure: In a heated autoclave, provided with a mixer and filled partially with water, disintegrated poly/ethyleneterephtalate/ wastes in a form of scraps of film and bottles in the amount of 1000 g were placed together with a solution of 407 g of ammonium carbamate (NH4CONH2) in 10 liters of water. Then a content of the reactor was heated up to 200° C. and the temperature was kept till the digestion of poly/ethylene terephtalate/. The autoclave was relieved and the excess of carbon dioxide and water wer... Reactants: O=C([O-])O, Cc1cc(OCc2ccccc2)ccc1CO, ClCCl, [Na+], BrP(Br)Br. The product is Cc1cc(OCc2ccccc2)ccc1CBr. RXN SMILES: [C:22](=[O:23])([O-:24])[OH:25].[CH3:1][c:2]1[c:3]([CH2:16][OH:17])[cH:4][cH:5][c:6]([O:8][CH2:9][c:10]2[cH:11][cH:12][cH:13][cH:14][cH:15]2)[cH:7]1.[Cl:27][CH2:28][Cl:29].[Na+:26].[P:18]([Br:19])([Br:20])[Br:21]>>[CH3:1][c:2]1[c:3]([CH2:16][Br:19])[cH:4][cH:5][c:6]([O:8][CH2:9][c:10]2[cH:11][cH:12][cH:13][cH:14][cH:15]2)[cH:7]1.